This data is from the Open Reaction Database (ORD), a public repository of structured organic reaction records. The task is: describe an organic reaction: reactants, conditions, products, and yield Starting materials: COC(=O)C=P(c1ccccc1)(c1ccccc1)c1ccccc1, Cc1ccccc1, COCCOc1cc(C=O)c([N+](=O)[O-])cc1Cl. The product is COCCOc1cc(C=CC(=O)OC)c([N+](=O)[O-])cc1Cl. Reaction SMILES: [CH3:18][O:19][C:20](=[O:21])[CH:22]=[P:23]([c:24]1[cH:25][cH:26][cH:27][cH:28][cH:29]1)([c:30]1[cH:31][cH:32][cH:33][cH:34][cH:35]1)[c:36]1[cH:37][cH:38][cH:39][cH:40][cH:41]1.[CH3:42][c:43]1[cH:44][cH:45][cH:46][cH:47][cH:48]1.[Cl:1][c:2]1[cH:3][c:4]([N+:15](=[O:16])[O-:17])[c:5]([CH:6]=[O:7])[cH:8][c:9]1[O:10][CH2:11][CH2:12][O:13][CH3:14]>>[Cl:1][c:2]1[cH:3][c:4]([N+:15](=[O:16])[O-:17])[c:5]([CH:6]=[CH:22][C:20]([O:19][CH3:18])=[O:21])[cH:8][c:9]1[O:10][CH2:11][CH2:12][O:13][CH3:14]. Reported procedure: 188 g (1 mol) of diisopropyl malonate, 571 g (3 mol) of triisopropyl orthoformate and 0.05 g of catalyst from Example 5 were initially introduced into the apparatus mentioned in Example 1 and the mixture was heated to -10° C. 102 g of acetic anhydride were then metered in over the course of 5 hours. The bottom temperature was raised to 150° C. At the same time a low-boiling fraction was removed under reflux at a boiling temperature of 60° C. After 10 hours, the formation of low-boiling component... Reactants: C(C)(=O)OC(C)=O (acetic anhydride), C(CC(=O)OC(C)C)(=O)OC(C)C (diisopropyl malonate), C(OC(C)C)(OC(C)C)OC(C)C (triisopropyl orthoformate). Product: C(CC(=O)OC(C)C)(=O)OC(C)C (diisopropyl malonate), C(C)(C)OC=C(C(=O)OC(C)C)C(=O)OC(C)C (diisopropyl isopropoxymethylenemalonate), C(C)(C)OC(C(C(=O)OC(C)C)C(=O)OC(C)C)OC(C)C (diisopropyl diisopropoxy-methylmalonate). Run at temperature -10 celsius, time 10 hour. As a reaction SMILES: [C:1]([O:10][CH:11]([CH3:13])[CH3:12])(=[O:9])[CH2:2][C:3]([O:5][CH:6]([CH3:8])[CH3:7])=[O:4].[CH:14]([O:23][CH:24]([CH3:26])[CH3:25])([O:19][CH:20]([CH3:22])[CH3:21])OC(C)C.C(OC(=O)C)(=O)C>>[C:3]([O:5][CH:6]([CH3:8])[CH3:7])(=[O:4])[CH2:2][C:1]([O:10][CH:11]([CH3:12])[CH3:13])=[O:9].[CH:11]([O:10][CH:1]=[C:2]([C:14]([O:19][CH:20]([CH3:21])[CH3:22])=[O:23])[C:3]([O:5][CH:6]([CH3:8])[CH3:7])=[O:4])([CH3:12])[CH3:13].[CH:24]([O:23][CH:14]([O:19][CH:20]([CH3:21])[CH3:22])[CH:2]([C:3]([O:5][CH:6]([CH3:8])[CH3:7])=[O:4])[C:1]([O:10][CH:11]([CH3:13])[CH3:12])=[O:9])([CH3:25])[CH3:26]. The reagents and catalysts are catalyst. The yield is 6.5%. Reported procedure: 25 cm3 of thionyl chloride are added at 25° C. under an argon atmosphere to 0.93 g (2.86 mmol) of 3-carboxy-1-(quinol-2-yl)-1H-indole. After stirring at reflux for 3 hours, the reaction mixture is concentrated to dryness under reduced pressure (2.7 kPa), successively triturated twice with 10 cm3 of dimethoxyethane and then concentrated to dryness under reduced pressure (2.7 kPa) to give 1 g of 3-chlorocarbonyl-1-(quinol-2-yl)-1H-indole hydrochloride in the form of a yellow solid which is used di... Starting materials: S(=O)(Cl)Cl (thionyl chloride), C(=O)(O)C1=CN(C2=CC=CC=C12)C1=NC2=CC=CC=C2C=C1 (3-carboxy-1-(quinol-2-yl)-1H-indole). As a reaction SMILES: S(Cl)([Cl:3])=O.[C:5]([C:8]1[C:16]2[C:11](=[CH:12][CH:13]=[CH:14][CH:15]=2)[N:10]([C:17]2[CH:26]=[CH:25][C:24]3[C:19](=[CH:20][CH:21]=[CH:22][CH:23]=3)[N:18]=2)[CH:9]=1)(O)=[O:6]>>[ClH:3].[Cl:3][C:5]([C:8]1[C:16]2[C:11](=[CH:12][CH:13]=[CH:14][CH:15]=2)[N:10]([C:17]2[CH:26]=[CH:25][C:24]3[C:19](=[CH:20][CH:21]=[CH:22][CH:23]=3)[N:18]=2)[CH:9]=1)=[O:6] |f:2.3|. The product is Cl.ClC(=O)C1=CN(C2=CC=CC=C12)C1=NC2=CC=CC=C2C=C1 (3-chlorocarbonyl-1-(quinol-2-yl)-1H-indole hydrochloride). The reactants are OC=1C=C(C(=O)O)C=C(C1O)[N+](=O)[O-] (3,4-dihydroxy-5-nitrobenzoic acid). Run in C(C)(=O)OC(C)=O (acetic anhydride). Reaction conditions: time 8 hour. Product: C(C)(=O)OC=1C=C(C(=O)O)C=C(C1OC(C)=O)[N+](=O)[O-] (3,4-diacetoxy-5-nitrobenzoic acid). Reaction SMILES: [OH:1][C:2]1[CH:3]=[C:4]([CH:8]=[C:9]([N+:12]([O-:14])=[O:13])[C:10]=1[OH:11])[C:5]([OH:7])=[O:6]>C(OC(=O)C)(=O)C>[C:2]([O:1][C:2]1[CH:3]=[C:4]([CH:8]=[C:9]([N+:12]([O-:14])=[O:13])[C:10]=1[O:11][C:5](=[O:6])[CH3:4])[C:5]([OH:7])=[O:6])(=[O:1])[CH3:10]. Procedure: 7.3 g of 3,4-dihydroxy-5-nitrobenzoic acid are treated with 30 ml of acetic anhydride, whereupon the mixture is held at the reflux temperature for 8 hours. The reaction mixture is poured on to ice. The separated precipitate is filtered under suction, washed with water and taken up in methylene chloride. The organic phase is dried over sodium sulfate and evaporated. The residue obtained is recrystallized from methylene chloride/n-hexane in the cold. There is obtained 3,4-diacetoxy-5-nitrobenzoic ... RXN SMILES: [CH3:1][S:2](=[O:3])(=[O:4])[c:5]1[cH:6][cH:7][c:8]([O:9][c:10]2[cH:11][c:12]3[cH:13][c:14]([C:26](=[O:27])[OH:28])[nH:15][c:16]3[c:17]([O:19][CH:20]3[CH2:21][CH2:22][O:23][CH2:24][CH2:25]3)[cH:18]2)[cH:29][cH:30]1.[CH3:32][N:33]([CH3:34])[CH2:35][CH2:36][CH2:37][N:38]=[C:39]=[N:40][CH2:41][CH3:42].[CH3:54][N:55]([CH3:56])[CH:57]=[O:58].[ClH:31].[NH4+:43].[OH2:59].[OH:44][n:45]1[c:46]2[cH:47][cH:48][cH:49][cH:50][c:51]2[n:52][n:53]1>>[CH3:1][S:2](=[O:3])(=[O:4])[c:5]1[cH:6][cH:7][c:8]([O:9][c:10]2[cH:11][c:12]3[cH:13][c:14]([C:26](=[O:27])[NH2:33])[nH:15][c:16]3[c:17]([O:19][CH:20]3[CH2:21][CH2:22][O:23][CH2:24][CH2:25]3)[cH:18]2)[cH:29][cH:30]1. The product is CS(=O)(=O)c1ccc(Oc2cc(OC3CCOCC3)c3[nH]c(C(N)=O)cc3c2)cc1. Starting materials: CS(=O)(=O)c1ccc(Oc2cc(OC3CCOCC3)c3[nH]c(C(=O)O)cc3c2)cc1, CCN=C=NCCCN(C)C, CN(C)C=O, Cl, [NH4+], O, On1nnc2ccccc21. Procedure: To 166 ml. of acetic anhydride were dropped 27.7 g. 20% nitric acid at 25° C. under ice cooling over a 45 minute period. This was followed by the hour long addition of 19.5 g. of 1,3-cyclo hexadiene at 25° C. (ice cooling from time to time). After an additional hour stirring the reaction was poured onto ice and worked up as above. Purification over silicagel yielded acetic acid (4-nitro-cyclohex-2-en-1-yl)ester as a cis/trans mixture. The reactants are C(C)(=O)OC(C)=O (acetic anhydride), [N+](=O)(O)[O-] (nitric acid), C1=CC=CCC1 (1,3-cyclo hexadiene). Reaction SMILES: [C:1]([O:4][C:5](=O)[CH3:6])(=[O:3])[CH3:2].[N+:8]([O-:11])(O)=[O:9].[CH:12]1[CH2:17]CC=[CH:14][CH:13]=1>>[N+:8]([CH:13]1[CH2:14][CH2:6][CH:5]([O:4][C:1](=[O:3])[CH3:2])[CH:17]=[CH:12]1)([O-:11])=[O:9]. Yields the product [N+](=O)([O-])C1C=CC(CC1)OC(C)=O (acetic acid (4-nitro-cyclohex-2-en-1-yl)ester). Isolated yield 47.3%. Conditions: time 1 hour. Procedure details: A solution of 4-amino-5-chloro-2-methoxybenzoic acid (1.62 g, 8.0 mmol) in anhydrous tetrahydrofuran (10 mL) under nitrogen was treated with 1,1'-carbonyldiimidazole (1.38 g, 8.5 mmol), stirred one hour, and degassed under a stream of nitrogen over 10 minutes. Meanwhile, a cooled (-10° C.) solution of 1-azabicyclo[3.2.1]octane-5-methanol (1.20 g, 8.5 mmol) in anhydrous tetrahydrofuran (10 mL) under nitrogen was treated (via syringe) with 2.50N n-butyllithium/hexane (8.25 mmol), stirred for 30 mi... Yields the product N12CCCC(CC1)(C2)COC(C2=C(C=C(C(=C2)Cl)N)OC)=O (4-Amino-5-chloro-2-methoxybenzoic acid 1-azabicyclo[3.2.1]oct-5-ylmethyl ester). Starting materials: NC1=CC(=C(C(=O)O)C=C1Cl)OC (4-amino-5-chloro-2-methoxybenzoic acid), C(=O)(N1C=NC=C1)N1C=NC=C1 (1,1'-carbonyldiimidazole), N12CCCC(CC1)(C2)CO (1-azabicyclo[3.2.1]octane-5-methanol), C(CCC)[Li].CCCCCC (n-butyllithium hexane). As a reaction SMILES: [NH2:1][C:2]1[C:10]([Cl:11])=[CH:9][C:5]([C:6]([OH:8])=[O:7])=[C:4]([O:12][CH3:13])[CH:3]=1.C(N1C=CN=C1)(N1C=CN=C1)=O.[N:26]12[CH2:33][C:30]([CH2:34]O)([CH2:31][CH2:32]1)[CH2:29][CH2:28][CH2:27]2.C([Li])CCC.CCCCCC>O1CCCC1>[N:26]12[CH2:33][C:30]([CH2:34][O:7][C:6](=[O:8])[C:5]3[CH:9]=[C:10]([Cl:11])[C:2]([NH2:1])=[CH:3][C:4]=3[O:12][CH3:13])([CH2:31][CH2:32]1)[CH2:29][CH2:28][CH2:27]2 |f:3.4|. Run in O1CCCC1 (tetrahydrofuran), O1CCCC1 (tetrahydrofuran).